From a dataset of the Open Reaction Database (ORD), a public repository of structured organic reaction records. describe an organic reaction: reactants, conditions, products, and yield Starting materials: C12C(C3CC(CC(C1)C3)C2)OC(=O)NC(CC2=CNC3=CC=CC=C23)(C(=O)O)C (2-adamantyloxycarbonyl-α- methyl-DL-tryptophan), Cl.C1(=CCCC2=CC=CC=C12)CCN (3,4-dihydro-1-naphthalene ethanamine hydrochloride). Yields the product C1(=CCCC2=CC=CC=C12)CCNC(C(C)(CC1=CNC2=CC=CC=C12)NC(OC1C2CC3CC(CC1C3)C2)=O)=O (Tricyclo[3.3.1.13,7 ]dec-2-yl (±)-[2-[[2-(3,4-dihydro-1-naphthalenyl) ethyl]amino]-1-(1H-indol-3-ylmethyl)-1-methyl-2-oxoethyl ]carbamate). Reaction SMILES: [CH:1]12[CH2:10][CH:5]3[CH2:6][CH:7]([CH2:9][CH:3]([CH2:4]3)[CH:2]1[O:11][C:12]([NH:14][C:15]([CH3:29])([C:26](O)=[O:27])[CH2:16][C:17]1[C:25]3[C:20](=[CH:21][CH:22]=[CH:23][CH:24]=3)[NH:19][CH:18]=1)=[O:13])[CH2:8]2.Cl.[C:31]1([CH2:41][CH2:42][NH2:43])[C:40]2[C:35](=[CH:36][CH:37]=[CH:38][CH:39]=2)[CH2:34][CH2:33][CH:32]=1>>[C:31]1([CH2:41][CH2:42][NH:43][C:26](=[O:27])[C:15]([NH:14][C:12](=[O:13])[O:11][CH:2]2[CH:1]3[CH2:8][CH:7]4[CH2:6][CH:5]([CH2:4][CH:3]2[CH2:9]4)[CH2:10]3)([CH2:16][C:17]2[C:25]3[C:20](=[CH:21][CH:22]=[CH:23][CH:24]=3)[NH:19][CH:18]=2)[CH3:29])[C:40]2[C:35](=[CH:36][CH:37]=[CH:38][CH:39]=2)[CH2:34][CH2:33][CH:32]=1 |f:1.2|. Procedure details: Following the procedure of Example 70, the title compound was prepared from 0.50 g (1.26 mmol) of 2-adamantyloxycarbonyl-α- methyl-DL-tryptophan and 0.29 g (1.38 mmol) of 3,4-dihydro-1-naphthalene ethanamine hydrochloride. The purified product after chromatography was obtained as a white foam, 0.41 g (59%); 1H NMR (CDCl3) δ1.48-1.99 (17H, m), 2.39-2.50 (2H, m), 2.67-2.82 (3H, m), 3.23-3.57 (3H, m), 3.99 (2H, t, J 5.0 Hz), 4.84 (1H, br s), 5.24 (1H, br s), 5.73 (1H, m), 6.16 (1H, m), 7.00-7.63 (9...